describe an organic reaction: reactants, conditions, products, and yield From a dataset of the Open Reaction Database (ORD), a public repository of structured organic reaction records. Reactants: C1(=CC=CC2=CC=CC=C12)O (α-naphthol), P(OC1=CC=CC=C1)(OC1=CC=CC=C1)OC1=CC=CC=C1 (triphenyl phosphite), C(CCC)N (n-butylamine). The product is C(CCC)NC1=CC=CC2=CC=CC=C12 (n-butyl-α-naphthylamine). Isolated yield 87.0%. Reaction SMILES: [C:1]1(O)[C:10]2[C:5](=[CH:6][CH:7]=[CH:8][CH:9]=2)[CH:4]=[CH:3][CH:2]=1.P(OC1C=CC=CC=1)(OC1C=CC=CC=1)OC1C=CC=CC=1.[CH2:34]([NH2:38])[CH2:35][CH2:36][CH3:37]>>[CH2:34]([NH:38][C:1]1[C:10]2[C:5](=[CH:6][CH:7]=[CH:8][CH:9]=2)[CH:4]=[CH:3][CH:2]=1)[CH2:35][CH2:36][CH3:37]. Procedure: 288 parts of α-naphthol, 10 parts of triphenyl phosphite and 160 parts of n-butylamine are heated for 20 hours at 220° C in a pressure autoclave, whilst stirring. The further working up is carried out as described in Example 3. 346 parts of n-butyl-α-naphthylamine, boiling at 160° - 162° C/18 mm Hg, are obtained, corresponding to a yield of 87% of theory. The reactants are C1CCOC1, COC(=O)c1cc(-c2ccc(Cl)cn2)cc(-n2nnnc2C(C)C)c1, CO, Cl, [Li+], [OH-], O. Yields the product CC(C)c1nnnn1-c1cc(C(=O)O)cc(-c2ccc(Cl)cn2)c1. RXN SMILES: [CH2:32]1[O:33][CH2:34][CH2:35][CH2:36]1.[CH3:1][O:2][C:3]([c:4]1[cH:5][c:6](-[c:18]2[n:19][cH:20][c:21]([Cl:24])[cH:22][cH:23]2)[cH:7][c:8](-[n:10]2[n:11][n:12][n:13][c:14]2[CH:15]([CH3:16])[CH3:17])[cH:9]1)=[O:25].[CH3:29][OH:30].[ClH:28].[Li+:27].[OH-:26].[OH2:31]>>[O:2]=[C:3]([c:4]1[cH:5][c:6](-[c:18]2[n:19][cH:20][c:21]([Cl:24])[cH:22][cH:23]2)[cH:7][c:8](-[n:10]2[n:11][n:12][n:13][c:14]2[CH:15]([CH3:16])[CH3:17])[cH:9]1)[OH:25]. Reactants: CS(=O)(=O)Cl, Cc1csc(CCOCCO)c1. Yields the product Cc1csc(CCOCCOS(C)(=O)=O)c1. Reaction SMILES: [CH3:13][S:14]([Cl:15])(=[O:16])=[O:17].[CH3:1][c:2]1[cH:3][c:4]([CH2:7][CH2:8][O:9][CH2:10][CH2:11][OH:12])[s:5][cH:6]1>>[CH3:1][c:2]1[cH:3][c:4]([CH2:7][CH2:8][O:9][CH2:10][CH2:11][O:12][S:14]([CH3:13])(=[O:16])=[O:17])[s:5][cH:6]1. Starting materials: ClC=1C=CC2=C(C=C(CO2)C(=O)OC)C1 (methyl 6-chloro-2H-1-benzopyran-3-carboxylate), [H][H] (hydrogen). The reagents and catalysts are [Pd] (palladium-on-carbon). Run in C(C)(=O)OCC (ethyl acetate). Reaction conditions: time 8 hour. Product: ClC=1C=CC2=C(CC(CO2)C(=O)OC)C1 (methyl 6-chloro-3,4-dihydro-2H-1-benzopyran-3-carboxylate). Reaction SMILES: [Cl:1][C:2]1[CH:3]=[CH:4][C:5]2[O:10][CH2:9][C:8]([C:11]([O:13][CH3:14])=[O:12])=[CH:7][C:6]=2[CH:15]=1.[H][H]>C(OCC)(=O)C.[Pd]>[Cl:1][C:2]1[CH:3]=[CH:4][C:5]2[O:10][CH2:9][CH:8]([C:11]([O:13][CH3:14])=[O:12])[CH2:7][C:6]=2[CH:15]=1. Procedure: 700 mg of 5B was dissolved in 75 ml of ethyl acetate and the solution was treated with hydrogen (initial pressure of 30 psig), in the presence of a 10% palladium-on-carbon catalyst, for 8 hours. The reaction mixture then was filtered and stripped of solvent to give methyl 6-chloro-3,4-dihydro-2H-1-benzopyran-3-carboxylate (5C), as a yellow liquid, boiling point not determined. Starting materials: [Li]CCCC, COC(=O)CC1CCN(C(=O)OC(C)(C)C)CC1, CC(C)NC(C)C, CC(C)(C)C(=O)Nc1ncccc1C=O, [H-], [Na+], C1CCOC1. The product is COC(=O)C(C1CCN(C(=O)OC(C)(C)C)CC1)C(O)c1cccnc1NC(=O)C(C)(C)C. Reaction SMILES: [CH2:8]([Li:9])[CH2:10][CH2:11][CH3:12].[CH3:13][O:14][C:15]([CH2:16][CH:17]1[CH2:18][CH2:19][N:20]([C:23](=[O:24])[O:25][C:26]([CH3:27])([CH3:28])[CH3:29])[CH2:21][CH2:22]1)=[O:30].[CH:1]([NH:2][CH:3]([CH3:4])[CH3:5])([CH3:6])[CH3:7].[CH:33](=[O:34])[c:35]1[c:36]([NH:41][C:42]([C:43]([CH3:44])([CH3:45])[CH3:46])=[O:47])[n:37][cH:38][cH:39][cH:40]1.[H-:31].[Na+:32].[O:48]1[CH2:49][CH2:50][CH2:51][CH2:52]1>>[CH3:13][O:14][C:15]([CH:16]([CH:17]1[CH2:18][CH2:19][N:20]([C:23](=[O:24])[O:25][C:26]([CH3:27])([CH3:28])[CH3:29])[CH2:21][CH2:22]1)[CH:33]([OH:34])[c:35]1[c:36]([NH:41][C:42]([C:43]([CH3:44])([CH3:45])[CH3:46])=[O:47])[n:37][cH:38][cH:39][cH:40]1)=[O:30]. Starting materials: O=C(O)C=Cc1ccc(C(F)(F)F)cc1OCC1CCCCC1, Cl, CC(N)c1cc(F)c(NS(C)(=O)=O)c(F)c1. The product is CC(NC(=O)C=Cc1ccc(C(F)(F)F)cc1OCC1CCCCC1)c1cc(F)c(NS(C)(=O)=O)c(F)c1. As a reaction SMILES: [CH:18]1([CH2:24][O:25][c:26]2[c:27]([CH:36]=[CH:37][C:38](=[O:39])[OH:40])[cH:28][cH:29][c:30]([C:32]([F:33])([F:34])[F:35])[cH:31]2)[CH2:19][CH2:20][CH2:21][CH2:22][CH2:23]1.[ClH:17].[NH2:1][CH:2]([CH3:3])[c:4]1[cH:5][c:6]([F:16])[c:7]([NH:11][S:12](=[O:13])(=[O:14])[CH3:15])[c:8]([F:10])[cH:9]1>>[NH:1]([CH:2]([CH3:3])[c:4]1[cH:5][c:6]([F:16])[c:7]([NH:11][S:12](=[O:13])(=[O:14])[CH3:15])[c:8]([F:10])[cH:9]1)[C:38]([CH:37]=[CH:36][c:27]1[c:26]([O:25][CH2:24][CH:18]2[CH2:19][CH2:20][CH2:21][CH2:22][CH2:23]2)[cH:31][c:30]([C:32]([F:33])([F:34])[F:35])[cH:29][cH:28]1)=[O:39]. Run at temperature 100 celsius. RXN SMILES: [Cl:1][C:2]1[C:3]([C:9]2[C:18](=[O:19])[NH:17][C:12]3=[N:13][CH:14]=[CH:15][N:16]=[C:11]3[C:10]=2[O:20][C:21](=[O:25])[CH:22]([CH3:24])[CH3:23])=[N:4][CH:5]=[C:6]([Cl:8])[CH:7]=1.C(=O)([O-])[O-].[K+].[K+].[CH2:32](I)[CH3:33]>C(#N)C>[Cl:1][C:2]1[C:3]([C:9]2[C:18](=[O:19])[N:17]([CH2:32][CH3:33])[C:12]3=[N:13][CH:14]=[CH:15][N:16]=[C:11]3[C:10]=2[O:20][C:21](=[O:25])[CH:22]([CH3:23])[CH3:24])=[N:4][CH:5]=[C:6]([Cl:8])[CH:7]=1 |f:1.2.3|. Reported procedure: Isobutyric acid 7-(3,5-dichloro-pyrid-2-yl)-6-oxo-5,6-dihydro-pyrido[2,3-b]pyrazin-8-yl ester (Example 1.3) (0.250 g) was dissolved in acetonitrile (2 ml) and potassium carbonate (0.138 g) and ethyl iodide (0.1 ml) were added successively. The reaction mixture was heated in a microwave at 100° C. for 11 minutes, cooled to ambient temperature and concentrated. The residue was purified by column chromatography on silica gel (eluent: hexane/ethyl acetate 1:1) to give Compound No. A6 of Table A as a... The solvent is C(C)#N (acetonitrile). Reactants: A6, C([O-])([O-])=O.[K+].[K+] (potassium carbonate), C(C)I (ethyl iodide), ClC=1C(=NC=C(C1)Cl)C1=C(C=2C(=NC=CN2)NC1=O)OC(C(C)C)=O (isobutyric acid 7-(3,5-dichloro-pyrid-2-yl)-6-oxo-5,6-dihydro-pyrido[2,3-b]pyrazin-8-yl ester). Product: ClC=1C(=NC=C(C1)Cl)C1=C(C=2C(=NC=CN2)N(C1=O)CC)OC(C(C)C)=O (isobutyric acid 7-(3,5-dichloro-pyrid-2-yl)-5-ethyl-6-oxo-5,6-dihydro-pyrido[2,3-b]pyrazin-8-yl ester).